Dataset: the Open Reaction Database (ORD), a public repository of structured organic reaction records. Task: describe an organic reaction: reactants, conditions, products, and yield Reactants: COC1=C(C=C(C=C1)OC)C(C=CC=1C=C(C(=O)O)C=CC1)=O (3-[3-(2,5-dimethoxyphenyl)-3-oxo-1-propenyl]-benzoic acid), S(O)(O)(=O)=O (sulfuric acid), CO (methanol). Reaction conditions: time 12 hour. The product is COC1=C(C=C(C=C1)OC)C(C=CC=1C=C(C(=O)OC)C=CC1)=O (3-[3-(2,5-Dimethoxyphenyl)-3-oxo-1-propenyl]-benzoic acid, methyl ester). RXN SMILES: [CH3:1][O:2][C:3]1[CH:8]=[CH:7][C:6]([O:9][CH3:10])=[CH:5][C:4]=1[C:11](=[O:23])[CH:12]=[CH:13][C:14]1[CH:15]=[C:16]([CH:20]=[CH:21][CH:22]=1)[C:17]([OH:19])=[O:18].S(=O)(=O)(O)O.[CH3:29]O>>[CH3:1][O:2][C:3]1[CH:8]=[CH:7][C:6]([O:9][CH3:10])=[CH:5][C:4]=1[C:11](=[O:23])[CH:12]=[CH:13][C:14]1[CH:15]=[C:16]([CH:20]=[CH:21][CH:22]=1)[C:17]([O:19][CH3:29])=[O:18]. Procedure: A solution of 3-[3-(2,5-dimethoxyphenyl)-3-oxo-1-propenyl]-benzoic acid (2.86 g, 9.15 mmol) in methanol (200 mL) is treated with sulfuric acid (0.5 mL) and heated under reflux for 6 hours. After standing at room temperature 12 hours, the resulting solid is collected by filtration and washed with methanol to provide 2.2 g of the title compound; mp 108°-110° C. Additional material (0.7 g) is obtained by concentrating the filtrate and washings under vacuum, partitioning the residue between saturate... Reactants: O1C(OCC1)C1=CC(=C(C=C1)O)OC (4-[1,3]dioxolan-2-yl-2-methoxyphenol), ClC=1N=CC(=NC1)C#N (5-chloropyrazine-2-carbonitrile), C(=O)([O-])[O-].[K+].[K+] (K2CO3). Run in CN(C)C=O (DMF), ClCCl (dichloromethane). Reaction conditions: temperature 100 celsius, time 8 hour. Yields the product O1C(OCC1)C1=CC(=C(OC=2N=CC(=NC2)C#N)C=C1)C (5-(4-[1,3]dioxolan-2-yl-2-methylphenoxy)pyrazine-2-carbonitrile). Isolated yield 96.0%. As a reaction SMILES: [O:1]1[CH2:5][CH2:4][O:3][CH:2]1[C:6]1[CH:11]=[CH:10][C:9]([OH:12])=[C:8](OC)[CH:7]=1.Cl[C:16]1[N:17]=[CH:18][C:19]([C:22]#[N:23])=[N:20][CH:21]=1.[C:24]([O-])([O-])=O.[K+].[K+]>CN(C=O)C.ClCCl>[O:3]1[CH2:4][CH2:5][O:1][CH:2]1[C:6]1[CH:11]=[CH:10][C:9]([O:12][C:16]2[N:17]=[CH:18][C:19]([C:22]#[N:23])=[N:20][CH:21]=2)=[C:8]([CH3:24])[CH:7]=1 |f:2.3.4|. Procedure details: Take up 4-[1,3]dioxolan-2-yl-2-methylphenol (Example 388, Part C2) (0.288 g, 2.06 mmol), 5-chloropyrazine-2-carbonitrile (0.372 g, 2.06 mmol) and K2CO3 (0.428 g 3.10 mmol) in DMF (13.8 mL). Heat at 100° C. for 45 minutes. Cool to 80° C. and stir overnight. Dilute the reaction mixture with dichloromethane (100 mL). Wash the organic layer with saturated aqueous NaBCO3 (2×25 mL) and brine (1×25 mL). Dry over Na2CO3, filter and concentrate. Purify by flash chromatography, eluting with 30% ethyl acet... Reaction SMILES: [CH2:6]([CH3:7])[CH:8]1[CH2:9][C:10](=[O:33])[CH2:11][CH:12]1[c:13]1[n:14][n:15][c:16]2[n:17]1[c:18]1[c:19]([n:20][cH:21]2)[n:22]([CH2:25][O:26][CH2:27][CH2:28][Si:29]([CH3:30])([CH3:31])[CH3:32])[cH:23][cH:24]1.[Cl:34][CH2:35][Cl:36].[S:1](=[O:2])(=[O:3])([CH3:4])[Cl:5]>>[S:1](=[O:2])(=[O:3])([CH3:4])[O:33][CH:10]1[CH2:9][CH:8]([CH2:6][CH3:7])[CH:12]([c:13]2[n:14][n:15][c:16]3[n:17]2[c:18]2[c:19]([n:20][cH:21]3)[n:22]([CH2:25][O:26][CH2:27][CH2:28][Si:29]([CH3:30])([CH3:31])[CH3:32])[cH:23][cH:24]2)[CH2:11]1. Starting materials: CCC1CC(=O)CC1c1nnc2cnc3c(ccn3COCC[Si](C)(C)C)n12, ClCCl, CS(=O)(=O)Cl. Yields the product CCC1CC(OS(C)(=O)=O)CC1c1nnc2cnc3c(ccn3COCC[Si](C)(C)C)n12. Reactants: OC1CN(CCC1C1=CC=C(C=C1)OCCCOC1=CC(=CC=C1)C(F)(F)F)C(=O)OC(C)(C)C (tert-butyl 3-hydroxy-4-{4-[3-(3-trifluoromethylphenoxy)propoxy]phenyl}piperidine-1-carboxylate), ClCC=1C=CC2=C(NC(C(O2)CCCOC)=O)C1 (6-chloromethyl-(3-methoxypropyl)-4H-benzo[1,4]oxazin-3-one). Yields the product COCCCN1C(COC2=C1C=C(C=C2)COC2CN(CCC2C2=CC=C(C=C2)OCCCOC2=CC(=CC=C2)C(F)(F)F)C(=O)OC(C)(C)C)=O (tert-Butyl 3-[4-(3-methoxypropyl)-3-oxo-3,4-dihydro-2H-benzo[1,4]oxazin-6-ylmethoxy]-4-{4-[3-(3-trifluoromethylphenoxy)propoxy]phenyl}piperidine-1-carboxylate). Reaction SMILES: [OH:1][CH:2]1[CH:7]([C:8]2[CH:13]=[CH:12][C:11]([O:14][CH2:15][CH2:16][CH2:17][O:18][C:19]3[CH:24]=[CH:23][CH:22]=[C:21]([C:25]([F:28])([F:27])[F:26])[CH:20]=3)=[CH:10][CH:9]=2)[CH2:6][CH2:5][N:4]([C:29]([O:31][C:32]([CH3:35])([CH3:34])[CH3:33])=[O:30])[CH2:3]1.Cl[CH2:37][C:38]1[CH:39]=[CH:40][C:41]2[O:46][CH:45](CCCOC)[C:44](=[O:52])[NH:43][C:42]=2[CH:53]=1>>[CH3:15][O:14][CH2:11][CH2:10][CH2:9][N:43]1[C:42]2[CH:53]=[C:38]([CH2:37][O:1][CH:2]3[CH:7]([C:8]4[CH:13]=[CH:12][C:11]([O:14][CH2:15][CH2:16][CH2:17][O:18][C:19]5[CH:24]=[CH:23][CH:22]=[C:21]([C:25]([F:26])([F:28])[F:27])[CH:20]=5)=[CH:10][CH:9]=4)[CH2:6][CH2:5][N:4]([C:29]([O:31][C:32]([CH3:35])([CH3:34])[CH3:33])=[O:30])[CH2:3]3)[CH:39]=[CH:40][C:41]=2[O:46][CH2:45][C:44]1=[O:52]. Procedure details: Analogously to Method D, 0.560 g of tert-butyl 3-hydroxy-4-{4-[3-(3-trifluoromethylphenoxy)propoxy]phenyl}piperidine-1-carboxylate and 0.339 g of 6-chloromethyl-(3-methoxypropyl)-4H-benzo[1,4]oxazin-3-one (Example 2a) are reacted. The title compound is obtained as a yellowish oil. Rf=0.30 (1:1 EtOAc-heptane); Rt=6.15. Reactants: FC1=CC=C(C=C1)CCC(=O)N(C)OC (3-(4-fluorophenyl)-N-methoxy-N-methylpropanamide), [H-].[H-].[H-].[H-].[Li+].[Al+3] (LAH). The solvent is CCOCC (ether). Conditions: time 1 hour. Yields the product FC1=CC=C(C=C1)CCC=O (3-(4-fluorophenyl)propanal). RXN SMILES: [F:1][C:2]1[CH:7]=[CH:6][C:5]([CH2:8][CH2:9][C:10](N(OC)C)=[O:11])=[CH:4][CH:3]=1.[H-].[H-].[H-].[H-].[Li+].[Al+3]>CCOCC>[F:1][C:2]1[CH:3]=[CH:4][C:5]([CH2:8][CH2:9][CH:10]=[O:11])=[CH:6][CH:7]=1 |f:1.2.3.4.5.6|. Procedure: The crude amide was dissolved in ether and cooled in an ice bath and treated with LAH (1.35 g, 35 mmol) and stirred for 1 hour. The reaction was quenched with 1 N HCl, extracted with ethyl acetate and washed successively with water and brine, dried over MgSO4. The extract was filtered and evaporated under vacuum to give 4.3 g of 3-(4-fluorophenyl)propanal. Reactants: CO, [Cl-], CC(C)OC(=O)c1ccc(OC(C)C)c(F)c1, [NH4+], [Na+], [OH-]. Product: CC(C)Oc1ccc(C(=O)O)cc1F. RXN SMILES: [CH3:22][OH:23].[Cl-:20].[F:1][c:2]1[cH:3][c:4]([C:5](=[O:6])[O:7][CH:8]([CH3:9])[CH3:10])[cH:11][cH:12][c:13]1[O:14][CH:15]([CH3:16])[CH3:17].[NH4+:21].[Na+:19].[OH-:18]>>[F:1][c:2]1[cH:3][c:4]([C:5](=[O:6])[OH:7])[cH:11][cH:12][c:13]1[O:14][CH:15]([CH3:16])[CH3:17].